Task: describe an organic reaction: reactants, conditions, products, and yield. Dataset: the Open Reaction Database (ORD), a public repository of structured organic reaction records Reactants: NC1=CC=C(C=C1)N1C(N(C=C1)C1=CC=C(C=C1)OC1=CC=CC=C1)=O (1-(4-Aminophenyl)-3-(4-phenoxyphenyl)-1,3-dihydroimidazol-2-one), C(C)(=O)CNCC(=O)O ((acetylmethylamino)acetic acid). Yields the product C(C)(=O)CNCC(=O)NC1=CC=C(C=C1)N1C(N(C=C1)C1=CC=C(C=C1)OC1=CC=CC=C1)=O (2-(Acetylmethylamino)-N-{4-[2-oxo-3-(4-phenoxyphenyl)-2,3-dihydroimidazol-1-yl]phenyl}acetamide). RXN SMILES: [NH2:1][C:2]1[CH:7]=[CH:6][C:5]([N:8]2[CH:12]=[CH:11][N:10]([C:13]3[CH:18]=[CH:17][C:16]([O:19][C:20]4[CH:25]=[CH:24][CH:23]=[CH:22][CH:21]=4)=[CH:15][CH:14]=3)[C:9]2=[O:26])=[CH:4][CH:3]=1.[C:27]([CH2:30][NH:31][CH2:32][C:33](O)=[O:34])(=[O:29])[CH3:28]>>[C:27]([CH2:30][NH:31][CH2:32][C:33]([NH:1][C:2]1[CH:3]=[CH:4][C:5]([N:8]2[CH:12]=[CH:11][N:10]([C:13]3[CH:18]=[CH:17][C:16]([O:19][C:20]4[CH:25]=[CH:24][CH:23]=[CH:22][CH:21]=4)=[CH:15][CH:14]=3)[C:9]2=[O:26])=[CH:6][CH:7]=1)=[O:34])(=[O:29])[CH3:28]. Procedure details: 1-(4-Aminophenyl)-3-(4-phenoxyphenyl)-1,3-dihydroimidazol-2-one was reacted with (acetylmethylamino)acetic acid as described in example 217. The product with the molecular weight of 456.51 (C26H24N4O4); MS (ESI): 457 ([M+H] ) was obtained as hydrotrifluoroacetate in this way.